This data is from the Open Reaction Database (ORD), a public repository of structured organic reaction records. The task is: describe an organic reaction: reactants, conditions, products, and yield The reactants are CS(=O)(=O)Cl, CCOC(C)=O, CCN(C(C)C)C(C)C, CC(C)(C)OC(=O)N1CCN(c2ccc(C(O)(C(F)(F)F)C(F)(F)F)cc2)C(CO)C1. Product: CC(C)(C)OC(=O)N1CCN(c2ccc(C(O)(C(F)(F)F)C(F)(F)F)cc2)C(COS(C)(=O)=O)C1. RXN SMILES: [CH3:41][S:42]([Cl:43])(=[O:44])=[O:45].[CH3:46][CH2:47][O:48][C:49]([CH3:50])=[O:51].[CH:32]([N:33]([CH2:34][CH3:35])[CH:36]([CH3:37])[CH3:38])([CH3:39])[CH3:40].[OH:1][CH2:2][CH:3]1[CH2:4][N:5]([C:25](=[O:26])[O:27][C:28]([CH3:29])([CH3:30])[CH3:31])[CH2:6][CH2:7][N:8]1[c:9]1[cH:10][cH:11][c:12]([C:15]([C:16]([F:17])([F:18])[F:19])([C:20]([F:21])([F:22])[F:23])[OH:24])[cH:13][cH:14]1>>[O:1]([CH2:2][CH:3]1[CH2:4][N:5]([C:25](=[O:26])[O:27][C:28]([CH3:29])([CH3:30])[CH3:31])[CH2:6][CH2:7][N:8]1[c:9]1[cH:10][cH:11][c:12]([C:15]([C:16]([F:17])([F:18])[F:19])([C:20]([F:21])([F:22])[F:23])[OH:24])[cH:13][cH:14]1)[S:42]([CH3:41])(=[O:44])=[O:45].